Dataset: the Open Reaction Database (ORD), a public repository of structured organic reaction records. Task: describe an organic reaction: reactants, conditions, products, and yield Run in CN(C=O)C (dimethylformamide). Yields the product N=1NN=NC1C=1C=C(C=CC1)S(=O)(=O)N (3-(2H-tetrazol-5-yl)benzenesulfonamide). Yield: 55.5%. Starting materials: C(#N)C=1C=C(C=CC1)S(=O)(=O)NC1=NC2=CC=CC=C2N=C1NC1=CC(=CC(=C1)OC)OC (3-cyano-N-(3-(3,5-dimethoxyphenylamino)quinoxalin-2-yl)benzenesulfonamide), crude mixture, [N-]=[N+]=[N-].[Na+] (sodium azide), [Cl-].[NH4+] (ammonium chloride), ice water, Cl (hydrochloric acid). Procedure details: To a stirred solution of 3-cyano-N-(3-(3,5-dimethoxyphenylamino)quinoxalin-2-yl)benzenesulfonamide (0.20 g, 0.44 mmol), prepared using procedures similar to those described in Example 115, in dimethylformamide (1.2 mL) at 50° C. were added sodium azide (0.11 g, 1.76 mmol) and ammonium chloride (94 mg, 1.76 mmol). The crude mixture was heated at 100° C. overnight. The reaction was cooled to room temperature treated with ice water (20 mL) followed by concentrated hydrochloric acid (10 mL). The sol... RXN SMILES: [C:1]([C:3]1[CH:4]=[C:5]([S:9]([NH:12]C2C(NC3C=C(OC)C=C(OC)C=3)=NC3C(=CC=CC=3)N=2)(=[O:11])=[O:10])[CH:6]=[CH:7][CH:8]=1)#[N:2].[N-:34]=[N+:35]=[N-:36].[Na+].[Cl-].[NH4+].Cl>CN(C)C=O>[N:34]1[NH:35][N:36]=[N:2][C:1]=1[C:3]1[CH:4]=[C:5]([S:9]([NH2:12])(=[O:11])=[O:10])[CH:6]=[CH:7][CH:8]=1 |f:1.2,3.4|. Reactants: O=C(CC(=O)OCC)C (ethyl 3-oxobutanoate), C(C=C)(=O)OC(C)(C)C (tert-butyl acrylate). Run in O (water), C(C)(C)(C)O (tert-BuOH). Reaction conditions: time 24 hour. Yields the product C(C)(=O)C(CCC(=O)OC(C)(C)C)(CCC(=O)OC(C)(C)C)C(=O)OCC (1,5-di-tert-butyl 3-ethyl 3-acetylpentane-1,3,5-tricarboxylate). Reaction SMILES: [O:1]=[C:2]([CH3:9])[CH2:3][C:4]([O:6][CH2:7][CH3:8])=[O:5].[C:10]([O:14][C:15]([CH3:18])([CH3:17])[CH3:16])(=[O:13])[CH:11]=[CH2:12]>O.C(O)(C)(C)C>[C:2]([C:3]([C:4]([O:6][CH2:7][CH3:8])=[O:5])([CH2:12][CH2:11][C:10]([O:14][C:15]([CH3:18])([CH3:17])[CH3:16])=[O:13])[CH2:12][CH2:11][C:10]([O:14][C:15]([CH3:18])([CH3:17])[CH3:16])=[O:13])(=[O:1])[CH3:9]. Reported procedure: To a stirred solution of ethyl 3-oxobutanoate (45 g, 345 mmol) and Triton-B (40%, weight % solution in water, 1.08 mg, 6.90 mmol) in tert-BuOH (54 mL) was added tert-butyl acrylate (100.72 g, 691 mmol) dropwise over a period of 30 min under N2 atmosphere. The solution was stirred at room temperature for 24 h. The reaction mixture was partitioned between water (200 mL) and EtOAc (200 mL). The aqueous layer washed with EtOAc (2×50 mL). The combined organic layers were washed with water (200 mL), b... Reported procedure: 6-Chloro-3-fluoro-N-[6-(1H-indol-4-yl)-1H-indazol-4-yl]-2-pyridinecarboxamide (188 mg, 0.46 mmol) was placed in a microwave vial and dissolved in THF (4 ml). Dimethylamine (0.463 ml, 0.93 mmol) and DIPEA (0.485 ml) were added and the mixture was heated at 160° C. for 1 h under microwave irradiation. The solvent was removed in vacuo and the yellow residue was dissolved in DCM (10 ml) and washed with water (10 ml). The DCM was removed in vacuo and the solid was dried in vacuo on a high vacuum line... Reactants: ClC1=CC=C(C(=N1)C(=O)NC1=C2C=NNC2=CC(=C1)C1=C2C=CNC2=CC=C1)F (6-Chloro-3-fluoro-N-[6-(1H-indol-4-yl)-1H-indazol-4-yl]-2-pyridinecarboxamide), CNC (Dimethylamine), CCN(C(C)C)C(C)C (DIPEA). Reaction SMILES: [Cl:1][C:2]1[N:7]=[C:6]([C:8]([NH:10][C:11]2[CH:19]=[C:18]([C:20]3[CH:28]=[CH:27][CH:26]=[C:25]4[C:21]=3[CH:22]=[CH:23][NH:24]4)[CH:17]=[C:16]3[C:12]=2[CH:13]=[N:14][NH:15]3)=[O:9])[C:5](F)=[CH:4][CH:3]=1.[CH3:30][NH:31][CH3:32].CCN(C(C)C)C(C)C>C1COCC1>[Cl:1][C:2]1[N:7]=[C:6]([C:8]([NH:10][C:11]2[CH:19]=[C:18]([C:20]3[CH:28]=[CH:27][CH:26]=[C:25]4[C:21]=3[CH:22]=[CH:23][NH:24]4)[CH:17]=[C:16]3[C:12]=2[CH:13]=[N:14][NH:15]3)=[O:9])[C:5]([N:31]([CH3:32])[CH3:30])=[CH:4][CH:3]=1. Isolated yield 201.8%. Run in C1CCOC1 (THF). Conditions: temperature 160 celsius. Product: ClC1=CC=C(C(=N1)C(=O)NC1=C2C=NNC2=CC(=C1)C1=C2C=CNC2=CC=C1)N(C)C (6-Chloro-3-(dimethylamino)-N-[6-(1H-indol-4-yl)-1H-indazol-4-yl]-2-pyridinecarboxamide). Isolated yield 43.8%. Reported procedure: This compound was prepared according to method F with ethyl 5-benzyl-1,2,4-oxadiazole-3-carboxylate (0.1 g; 0.432 mmol) in methanol (6 mL) and sodium hydroxide in water (2M, 6 mL); and 2-(5-chloro-1H-indol-3-yl)ethanamine hydrochloride (0.100 g; 0.432 mmol), HART (0.164 g; 0.432 mmol), N,N diisopropylethylamine (0.075 mL; 0.432 mmol), in DMF (6 mL). The crude mixture was purified by flash chromatography on silica (eluent 20 to 100% ethyl acetate in heptane) to yield 0.072 g (44%) of 5-benzyl-N-(... Run in [OH-].[Na+] (sodium hydroxide), CO (methanol), CN(C)C=O (DMF), O (water). Reactants: C(C1=CC=CC=C1)C1=NC(=NO1)C(=O)OCC (ethyl 5-benzyl-1,2,4-oxadiazole-3-carboxylate), Cl.ClC=1C=C2C(=CNC2=CC1)CCN (2-(5-chloro-1H-indol-3-yl)ethanamine hydrochloride), C(C)(C)N(C(C)C)CC (N,N diisopropylethylamine). Product: C(C1=CC=CC=C1)C1=NC(=NO1)C(=O)NCCC1=CNC2=CC=C(C=C12)Cl (5-benzyl-N-(2-(5-chloro-1H-indol-3-yl)ethyl)-1,2,4-oxadiazole-3-carboxamide). Reaction SMILES: [CH2:1]([C:8]1[O:12][N:11]=[C:10]([C:13]([O:15]CC)=O)[N:9]=1)[C:2]1[CH:7]=[CH:6][CH:5]=[CH:4][CH:3]=1.Cl.[Cl:19][C:20]1[CH:21]=[C:22]2[C:26](=[CH:27][CH:28]=1)[NH:25][CH:24]=[C:23]2[CH2:29][CH2:30][NH2:31].C(N(CC)C(C)C)(C)C>CO.[OH-].[Na+].O.CN(C=O)C>[CH2:1]([C:8]1[O:12][N:11]=[C:10]([C:13]([NH:31][CH2:30][CH2:29][C:23]2[C:22]3[C:26](=[CH:27][CH:28]=[C:20]([Cl:19])[CH:21]=3)[NH:25][CH:24]=2)=[O:15])[N:9]=1)[C:2]1[CH:3]=[CH:4][CH:5]=[CH:6][CH:7]=1 |f:1.2,5.6|.